Task: describe an organic reaction: reactants, conditions, products, and yield. Dataset: the Open Reaction Database (ORD), a public repository of structured organic reaction records Reaction SMILES: [Br:1][CH2:2][CH2:3][CH2:4][OH:5].[CH2:11]([N+:12]([CH2:13][CH2:14][CH2:15][CH3:16])([CH2:17][CH2:18][CH2:19][CH3:20])[CH2:21][CH2:22][CH2:23][CH3:24])[CH2:25][CH2:26][CH3:27].[CH2:28]([N+:29]([CH2:30][CH2:31][CH2:32][CH3:33])([CH2:34][CH2:35][CH2:36][CH3:37])[CH2:38][CH2:39][CH2:40][CH3:41])[CH2:42][CH2:43][CH3:44].[CH3:67][c:68]1[cH:69][cH:70][cH:71][cH:72][cH:73]1.[Cl:45][c:46]1[c:47]([OH:59])[c:48]([Cl:58])[cH:49][c:50]([O:52][CH2:53][CH:54]=[C:55]([Cl:56])[Cl:57])[cH:51]1.[Na+:61].[OH-:60].[OH2:74].[S:62](=[O:63])(=[O:64])([OH:65])[OH:66].[S:6]([O-:7])([O-:8])(=[O:9])=[O:10]>>[CH2:2]([CH2:3][CH2:4][OH:5])[O:59][c:47]1[c:46]([Cl:45])[cH:51][c:50]([O:52][CH2:53][CH:54]=[C:55]([Cl:56])[Cl:57])[cH:49][c:48]1[Cl:58]. Starting materials: OCCCBr, CCCC[N+](CCCC)(CCCC)CCCC, CCCC[N+](CCCC)(CCCC)CCCC, Cc1ccccc1, Oc1c(Cl)cc(OCC=C(Cl)Cl)cc1Cl, [Na+], [OH-], O, O=S(=O)(O)O, O=S(=O)([O-])[O-]. Yields the product OCCCOc1c(Cl)cc(OCC=C(Cl)Cl)cc1Cl.